This data is from the Open Reaction Database (ORD), a public repository of structured organic reaction records. The task is: describe an organic reaction: reactants, conditions, products, and yield The reactants are ClCCCl, Cl, [Na+], Nc1nc(-c2ccco2)c(C(=O)C2CCOCC2)s1, CN(C)C=O, O, O, O=C(O)c1ccc(F)cc1, On1nnc2ccccc21, O=C([O-])O. The product is O=C(Nc1nc(-c2ccco2)c(C(=O)C2CCOCC2)s1)c1ccc(F)cc1. Reaction SMILES: [CH2:30]([Cl:31])[CH2:32][Cl:33].[ClH:34].[Na+:46].[O:1]1[CH2:2][CH2:3][CH:4]([C:7](=[O:8])[c:9]2[c:10](-[c:15]3[o:16][cH:17][cH:18][cH:19]3)[n:11][c:12]([NH2:14])[s:13]2)[CH2:5][CH2:6]1.[O:51]=[CH:52][N:53]([CH3:54])[CH3:55].[OH2:35].[OH2:56].[OH:20][C:21](=[O:22])[c:23]1[cH:24][cH:25][c:26]([F:27])[cH:28][cH:29]1.[OH:36][n:37]1[c:38]2[cH:39][cH:40][cH:41][cH:42][c:43]2[n:44][n:45]1.[OH:47][C:48](=[O:49])[O-:50]>>[O:1]1[CH2:2][CH2:3][CH:4]([C:7](=[O:8])[c:9]2[c:10](-[c:15]3[o:16][cH:17][cH:18][cH:19]3)[n:11][c:12]([NH:14][C:21](=[O:20])[c:23]3[cH:24][cH:25][c:26]([F:27])[cH:28][cH:29]3)[s:13]2)[CH2:5][CH2:6]1. The reactants are C(C)OC(C1=CC(C(=O)O)=CC(=C1)[N+](=O)[O-])=O (5-nitroisophtalic acid monoethyl ester), C(C(=O)Cl)(=O)Cl (oxalyl chloride), CN(C)C=O (DMF). The solvent is C(Cl)Cl (DCM), C(Cl)Cl (DCM). Conditions: time 2 hour. Product: C(C)OC(C1=CC(=CC(=C1)[N+](=O)[O-])C(=O)Cl)=O (3-Chlorocarbonyl-5-nitro-benzoic acid ethyl ester). As a reaction SMILES: [CH2:1]([O:3][C:4](=[O:17])[C:5]1[CH:13]=[C:12]([N+:14]([O-:16])=[O:15])[CH:11]=[C:7]([C:8](O)=[O:9])[CH:6]=1)[CH3:2].C(Cl)(=O)C([Cl:21])=O.CN(C=O)C>C(Cl)Cl>[CH2:1]([O:3][C:4](=[O:17])[C:5]1[CH:13]=[C:12]([N+:14]([O-:16])=[O:15])[CH:11]=[C:7]([C:8]([Cl:21])=[O:9])[CH:6]=1)[CH3:2]. Procedure: To a solution of 5-nitroisophtalic acid monoethyl ester (80 g) in DCM (700 ml) at 25° C. was added 2M oxalyl chloride solution in DCM (63 ml), and DMF (5 ml). The reaction was stirred for 2 h and then concentrated in vacuum. The residue was triturated with toluene and again concentrated in vacuum leaving the title compound (60 g). Rt=1.40 min for derivatised methylester (method D). Starting materials: BrN1C(CCC1=O)=O (N-bromosuccinimide), [Si](C)(C)(C(C)(C)C)OC=1C=CC=C2C=CC(=NC12)C (8-t-butyldimethylsilyloxyquinaldine), S(=O)(=O)([O-])S(=O)[O-].[Na+].[Na+] (sodium metabisulphite). The solvent is C(Cl)(Cl)Cl (chloroform). Conditions: time 3 day. Product: BrC1=C2C=CC(=NC2=C(C=C1)O[Si](C)(C)C(C)(C)C)C (5-Bromo-8-t-butyldimethylsilyloxyquinaldine). The yield is 138.1%. Reaction SMILES: [Si:1]([O:8][C:9]1[CH:10]=[CH:11][CH:12]=[C:13]2[C:18]=1[N:17]=[C:16]([CH3:19])[CH:15]=[CH:14]2)([C:4]([CH3:7])([CH3:6])[CH3:5])([CH3:3])[CH3:2].[Br:20]N1C(=O)CCC1=O.S(S([O-])=O)([O-])(=O)=O.[Na+].[Na+]>C(Cl)(Cl)Cl>[Br:20][C:12]1[CH:11]=[CH:10][C:9]([O:8][Si:1]([C:4]([CH3:7])([CH3:6])[CH3:5])([CH3:2])[CH3:3])=[C:18]2[C:13]=1[CH:14]=[CH:15][C:16]([CH3:19])=[N:17]2 |f:2.3.4|. Procedure details: N-bromosuccinimde (14 g) was added in one portion to a stirred solution of 8-t-butyldimethylsilyloxyquinaldine (15 g) in chloroform at -40° C. under an inert atmosphere. The reaction was warmed to room temperature and then heated to reflux for 6 h. Further N-bromosuccinimide (6 g) was added to the reaction at room temperature and stirring continued for 3 days. The reaction mixture was poured into 5% aqueous sodium metabisulphite solution (300 ml) and extracted with chloroform (3×300 ml). The com... The reactants are NC1=C(C=C(C2=C1CCO2)C(=O)O)Cl (4-amino-5-chloro-2,3-dihydro-7-benzofurancarboxylic acid), S(=O)(Cl)Cl (thionyl chloride). Solvent: C(Cl)(Cl)Cl (CHCl3). Product: NC1=C(C=C(C2=C1CCO2)C(=O)Cl)Cl (4-amino-5-chloro-2,3-dihydro-7-benzofurancarbonyl chloride). The yield is 100.0%. As a reaction SMILES: [NH2:1][C:2]1[C:7]2[CH2:8][CH2:9][O:10][C:6]=2[C:5]([C:11](O)=[O:12])=[CH:4][C:3]=1[Cl:14].S(Cl)([Cl:17])=O>C(Cl)(Cl)Cl>[NH2:1][C:2]1[C:7]2[CH2:8][CH2:9][O:10][C:6]=2[C:5]([C:11]([Cl:17])=[O:12])=[CH:4][C:3]=1[Cl:14]. Reported procedure: A mixture of 4-amino-5-chloro-2,3-dihydro-7-benzofurancarboxylic acid (4.3 g) in thionyl chloride (100 ml) and CHCl3 (200 ml) was stirred and refluxed for 2 hours. The mixture was cooled and the solvent was evaporated. Toluene was added and evaporated again, yielding 4.8 g of 4-amino-5-chloro-2,3-dihydro-7-benzofurancarbonyl chloride (100% crude residue) (intermediate 7). The reactants are CC(C)([O-])C.[K+] (Potassium t-butoxide), C1(=CC=CC=C1)SCN1S(NC(C1=O)CC1=CC=CC=C1)(=O)=O (2-phenylthiomethyl-4-phenylmethyl-1,2,5-thiadiazolidin-3-one 1,1-dioxide), CI (methyl iodide). The solvent is C1CCOC1 (THF). Conditions: time 0.5 hour. Product: C1(=CC=CC=C1)SCN1S(N(C(C1=O)CC1=CC=CC=C1)C)(=O)=O (2-phenylthiomethyl-4-phenylmethyl-5-methyl-1,2,5-thiadiazolidin-3-one 1,1-dioxide). Isolated yield 82.4%. RXN SMILES: [CH3:1]C(C)([O-])C.[K+].[C:7]1([S:13][CH2:14][N:15]2[C:19](=[O:20])[CH:18]([CH2:21][C:22]3[CH:27]=[CH:26][CH:25]=[CH:24][CH:23]=3)[NH:17][S:16]2(=[O:29])=[O:28])[CH:12]=[CH:11][CH:10]=[CH:9][CH:8]=1.CI>C1COCC1>[C:7]1([S:13][CH2:14][N:15]2[C:19](=[O:20])[CH:18]([CH2:21][C:22]3[CH:23]=[CH:24][CH:25]=[CH:26][CH:27]=3)[N:17]([CH3:1])[S:16]2(=[O:28])=[O:29])[CH:8]=[CH:9][CH:10]=[CH:11][CH:12]=1 |f:0.1|. Procedure: Potassium t-butoxide (5.65 g, 50.35 mmol) was added to a solution of 2-phenylthiomethyl-4-phenylmethyl-1,2,5-thiadiazolidin-3-one 1,1-dioxide (14.61 g, 41.93 mmol) in 250 ml of THF at 0° C. and the mixture was stirred at this temperature for 1/2 hour. To the above mixture was added methyl iodide (35.69 g, 251.58 mmol) at 0° C. and the resulting mixture was allowed to stir for 4.5 hours at room temperature. The resulting mixture was quenched with saturated ammonium chloride solution, extracted wi... Starting materials: C(C)(=O)C=1C(NC(=C(C1)C1=CC=C(C=C1)Cl)C1=C(C=CC=C1)Cl)=O (3-Acetyl-6-(2-chlorophenyl)-5-(4-chlorophenyl)pyridin-2(1H)-one), C(C(C)(C)C)=O (pivalaldehyde), N1CCCC1 (pyrrolidine). The solvent is C(C)#N (acetonitrile). Conditions: temperature 70 celsius. The product is C(C)(C)(C)C1CC(C=2C(=NC(=C(C2)C2=CC=C(C=C2)Cl)C2=C(C=CC=C2)Cl)O1)=O (2-tert-Butyl-7-(2-chlorophenyl)-6-(4-chlorophenyl)-2,3-dihydro-4H-pyrano[2,3-b]pyridin-4-one). RXN SMILES: [C:1]([C:4]1[C:5](=[O:24])[NH:6][C:7]([C:17]2[CH:22]=[CH:21][CH:20]=[CH:19][C:18]=2[Cl:23])=[C:8]([C:10]2[CH:15]=[CH:14][C:13]([Cl:16])=[CH:12][CH:11]=2)[CH:9]=1)(=[O:3])[CH3:2].[CH:25](=O)[C:26]([CH3:29])([CH3:28])[CH3:27].N1CCCC1>C(#N)C>[C:26]([CH:29]1[O:24][C:5]2=[N:6][C:7]([C:17]3[CH:22]=[CH:21][CH:20]=[CH:19][C:18]=3[Cl:23])=[C:8]([C:10]3[CH:15]=[CH:14][C:13]([Cl:16])=[CH:12][CH:11]=3)[CH:9]=[C:4]2[C:1](=[O:3])[CH2:2]1)([CH3:28])([CH3:27])[CH3:25]. Procedure: To the product of Example 4 Step A (0.75 g, 2.09 mmol) was added pivalaldehyde (2. mL, 20.9 mmol), pyrrolidine (0.26 mL, 3.14 mmol) and acetonitrile (15 mL). The reaction was heated to 70° C. for 19 h. The reaction was then concentrated and the residue was purified directly by flash chromatography on silica gel gradient eluted with 0-35% EtOAc in hexane to afford the title compound. (LC-2) HPLC/MS: 426.3 (M+1), 428.3 (M+3); Rt=4.32 min. The reactants are C(=O)([O-])[O-].[K+].[K+] (K2CO3), N#N (N2), CC1NC(CC1)C (2,5-dimethylpyrrolidine), BrCCCC#N (4-bromobutyronitrile). The solvent is CC#N (CH3CN). Run at time 15 hour. Product: CC1N(C(CC1)C)CCCCN (4-(2,5-dimethylpyrrolidin-1-yl)butan-1-amine). RXN SMILES: N#N.[CH3:3][CH:4]1[CH2:8][CH2:7][CH:6]([CH3:9])[NH:5]1.Br[CH2:11][CH2:12][CH2:13][C:14]#[N:15].C([O-])([O-])=O.[K+].[K+]>CC#N>[CH3:3][CH:4]1[CH2:8][CH2:7][CH:6]([CH3:9])[N:5]1[CH2:11][CH2:12][CH2:13][CH2:14][NH2:15] |f:3.4.5|. Procedure details: In a flame dried round-bottomed flask equipped with a magnetic stir bar and under inert atmosphere (N2), to a solution of 2,5-dimethylpyrrolidine (250 mg, 2.34 mmol) and 4-bromobutyronitrile (0.24 mL, 2.34 mmol) in dry CH3CN (12 mL) was added K2CO3 (1.78 g, 12.89 mmol) at rt followed by KI (39 mg, 0.23 mmol). The reaction mixture was stirred at rt for 15 h. The mixture was filtered and the filtrate partitioned between water and CH2Cl2. The layers were separated and the aq. layer extracted with C... Yields the product ClC1=CC=C(C=C1)S(=O)(=O)N(CC1=CC=C(C=C1)S(=O)(=O)C)[C@H]1C(NCCC(C1)(F)F)=O (4-chloro-N-((R)-5,5-difluoro-2-oxo-azepan-3-yl)-N-(4-methanesulfonylbenzyl)-benzenesulfonamide). Reaction SMILES: [Cl:1][C:2]1[CH:7]=[CH:6][C:5]([S:8]([NH:11][C@@H:12]2[CH2:18][C:17]([F:20])([F:19])[CH2:16][CH2:15][NH:14][C:13]2=[O:21])(=[O:10])=[O:9])=[CH:4][CH:3]=1.[CH3:22][S:23]([C:26]1[CH:33]=[CH:32][C:29]([CH2:30]Br)=[CH:28][CH:27]=1)(=[O:25])=[O:24]>>[Cl:1][C:2]1[CH:7]=[CH:6][C:5]([S:8]([N:11]([C@@H:12]2[CH2:18][C:17]([F:19])([F:20])[CH2:16][CH2:15][NH:14][C:13]2=[O:21])[CH2:30][C:29]2[CH:28]=[CH:27][C:26]([S:23]([CH3:22])(=[O:25])=[O:24])=[CH:33][CH:32]=2)(=[O:9])=[O:10])=[CH:4][CH:3]=1. Starting materials: ClC1=CC=C(C=C1)S(=O)(=O)N[C@H]1C(NCCC(C1)(F)F)=O (4-Chloro-N-((R)-5,5-difluoro-2-oxo-azepan-3-yl)-benzenesulfonamide), CS(=O)(=O)C1=CC=C(CBr)C=C1 (4-methylsulphonylbenzyl bromide). Reported procedure: 4-Chloro-N-((R)-5,5-difluoro-2-oxo-azepan-3-yl)-benzenesulfonamide was alkylated using 4-methylsulphonylbenzyl bromide analogous to Example 1 to afford 4-chloro-N-((R)-5,5-difluoro-2-oxo-azepan-3-yl)-N-(4-methanesulfonylbenzyl)-benzenesulfonamide: MS: m/e=507.2 (MH+), 524.1(MNH4+). Reactants: C(CCCCCCCCCCC)(=O)OC(CC(=O)OC(C)(C)C)CCCCCCCCCCC (tert-butyl 3-dodecanoyloxytetradecanoate), NCC(=O)N[C@@H](CO)C(=O)O (N-glycyl-L-serine). Product: C(CCCCCCCCCCC)(=O)OC(CC(=O)NCC(=O)N[C@@H](CO)C(=O)O)CCCCCCCCCCC (N-[N-(3-dodecanoyloxytetradecanoyl)glycyl]-L-serine). The yield is 61.5%. RXN SMILES: [C:1]([O:14][CH:15]([CH2:24][CH2:25][CH2:26][CH2:27][CH2:28][CH2:29][CH2:30][CH2:31][CH2:32][CH2:33][CH3:34])[CH2:16][C:17]([O:19]C(C)(C)C)=O)(=[O:13])[CH2:2][CH2:3][CH2:4][CH2:5][CH2:6][CH2:7][CH2:8][CH2:9][CH2:10][CH2:11][CH3:12].[NH2:35][CH2:36][C:37]([NH:39][C@H:40]([C:43]([OH:45])=[O:44])[CH2:41][OH:42])=[O:38]>>[C:1]([O:14][CH:15]([CH2:24][CH2:25][CH2:26][CH2:27][CH2:28][CH2:29][CH2:30][CH2:31][CH2:32][CH2:33][CH3:34])[CH2:16][C:17]([NH:35][CH2:36][C:37]([NH:39][C@H:40]([C:43]([OH:45])=[O:44])[CH2:41][OH:42])=[O:38])=[O:19])(=[O:13])[CH2:2][CH2:3][CH2:4][CH2:5][CH2:6][CH2:7][CH2:8][CH2:9][CH2:10][CH2:11][CH3:12]. Procedure details: Starting from tert-butyl 3-dodecanoyloxytetradecanoate (165 mg) prepared by the method described in Preparation 3-(2) and N-glycyl-L-serine (162 mg), N-[N-(3-dodecanoyloxytetradecanoyl)glycyl]-L-serine (120 mg) was obtained as an amorphous powder according to similar manner to that of Example 1.